From a dataset of the Open Reaction Database (ORD), a public repository of structured organic reaction records. describe an organic reaction: reactants, conditions, products, and yield Starting materials: Cl, N#Cc1cc([N+](=O)[O-])cc(Cl)c1N, [Na+], [Na+], O=C([O-])[O-], C1CCOC1, [Zn]. The product is N#Cc1cc(N)cc(Cl)c1N. Reaction SMILES: [ClH:1].[NH2:2][c:3]1[c:4]([C:5]#[N:6])[cH:7][c:8]([N+:12]([O-:13])=[O:14])[cH:9][c:10]1[Cl:11].[Na+:15].[Na+:16].[O-:17][C:18](=[O:19])[O-:20].[O:21]1[CH2:22][CH2:23][CH2:24][CH2:25]1.[Zn:26]>>[NH2:2][c:3]1[c:4]([C:5]#[N:6])[cH:7][c:8]([NH2:12])[cH:9][c:10]1[Cl:11]. Reactants: ClC1=C(C=C(CBr)C=C1)OC (4-chloro-3-methoxybenzyl bromide), C1(C=2C(C(N1)=O)=CC=CC2)=O.[K] (potassium phthalimide). The solvent is CN(C=O)C (dimethylformamide). Run at time 2 hour. Product: ClC1=C(C=C(CN2C(C=3C(C2=O)=CC=CC3)=O)C=C1)OC (N-(4-chloro-3-methoxybenzyl)phthalimide). Yield: 65.6%. RXN SMILES: [Cl:1][C:2]1[CH:9]=[CH:8][C:5]([CH2:6]Br)=[CH:4][C:3]=1[O:10][CH3:11].[C:12]1(=[O:22])[NH:16][C:15](=[O:17])[C:14]2=[CH:18][CH:19]=[CH:20][CH:21]=[C:13]12.[K]>CN(C)C=O>[Cl:1][C:2]1[CH:9]=[CH:8][C:5]([CH2:6][N:16]2[C:15](=[O:17])[C:14]3=[CH:18][CH:19]=[CH:20][CH:21]=[C:13]3[C:12]2=[O:22])=[CH:4][C:3]=1[O:10][CH3:11] |f:1.2,^1:22|. Reported procedure: To a solution of 4-chloro-3-methoxybenzyl bromide (7.00 g) in anhydrous dimethylformamide (50 mL) was added potassium phthalimide (6.03 g), and the mixture was stirred for 2 hours at ambient temperature. The mixture was partitioned between ethyl acetate and water. The separated organic layer was washed with water and brine, dried over magnesium sulfate and evaporated in vacuo. The residue was triturated with diisopropyl ether to give N-(4-chloro-3-methoxybenzyl)phthalimide as white powders (5.88... Product: O=[N+]([O-])c1cnc2cc(OCc3ccccc3)ccc2c1O. RXN SMILES: [CH2:1]([c:2]1[cH:3][cH:4][cH:5][cH:6][cH:7]1)[O:8][c:9]1[cH:10][cH:11][c:12]2[c:13]([OH:19])[cH:14][cH:15][n:16][c:17]2[cH:18]1.[CH3:24][CH2:25][C:26](=[O:27])[OH:28].[OH:20][N+:21]([O-:22])=[O:23]>>[CH2:1]([c:2]1[cH:3][cH:4][cH:5][cH:6][cH:7]1)[O:8][c:9]1[cH:10][cH:11][c:12]2[c:13]([OH:19])[c:14]([N+:21](=[O:20])[O-:22])[cH:15][n:16][c:17]2[cH:18]1. Starting materials: Oc1ccnc2cc(OCc3ccccc3)ccc12, CCC(=O)O, O=[N+]([O-])O. Starting materials: ClC1=NN2C(C(=N1)N(CC1=CC=C(C=C1)OC)C1CC1)=NC=C2C#N (2-chloro-4-(cyclopropyl(4-methoxybenzyl)amino)imidazo[2,1-f][1,2,4]triazine-7-carbonitrile), ClC1=NN2C(C(=N1)N(CC1=CC=C(C=C1)OC)C1CC1)=NC=C2C#N (2-chloro-4-(cyclopropyl(4-methoxybenzyl)amino)imidazo[2,1-f][1,2,4]triazine-7-carbonitrile), NC=1C(=C(OC2CN(CC2)C(=O)OC(C)(C)C)C=C(C1)C#N)Cl ((+/−)-tert-butyl 3-(3-amino-2-chloro-5-cyanophenoxy)pyrrolidine-1-carboxylate), CC1(C2=C(C(=CC=C2)P(C3=CC=CC=C3)C4=CC=CC=C4)OC5=C(C=CC=C51)P(C6=CC=CC=C6)C7=CC=CC=C7)C (Xantphos), C([O-])([O-])=O.[Cs+].[Cs+] (cesium carbonate). Reagents/catalysts: C(C)(=O)[O-].[Pd+2].C(C)(=O)[O-] (palladium(II) acetate), C1=CC=C(C=C1)P([C-]2C=CC=C2)C3=CC=CC=C3.C1=CC=C(C=C1)P([C-]2C=CC=C2)C3=CC=CC=C3.[Fe+2] (DPPF). Run in O1CCOCC1 (dioxane). Conditions: temperature 70 celsius. Product: ClC1=C(OC2CN(CC2)C(=O)OC(C)(C)C)C=C(C=C1NC1=NN2C(C(=N1)N(CC1=CC=C(C=C1)OC)C1CC1)=NC=C2C#N)C#N ((+/−)-tert-butyl 3-(2-chloro-5-cyano-3-((7-cyano-4-(cyclopropyl(4-methoxybenzyl)amino)imidazo[2,1-f][1,2,4]triazin-2-yl)amino)phenoxy)pyrrolidine-1-carboxylate). Isolated yield 64.9%. Reaction SMILES: Cl[C:2]1[N:7]=[C:6]([N:8]([CH:18]2[CH2:20][CH2:19]2)[CH2:9][C:10]2[CH:15]=[CH:14][C:13]([O:16][CH3:17])=[CH:12][CH:11]=2)[C:5]2=[N:21][CH:22]=[C:23]([C:24]#[N:25])[N:4]2[N:3]=1.[NH2:26][C:27]1[C:28]([Cl:48])=[C:29]([CH:43]=[C:44]([C:46]#[N:47])[CH:45]=1)[O:30][CH:31]1[CH2:35][CH2:34][N:33]([C:36]([O:38][C:39]([CH3:42])([CH3:41])[CH3:40])=[O:37])[CH2:32]1.CC1(C)C2C(=C(P(C3C=CC=CC=3)C3C=CC=CC=3)C=CC=2)OC2C(P(C3C=CC=CC=3)C3C=CC=CC=3)=CC=CC1=2.C(=O)([O-])[O-].[Cs+].[Cs+]>O1CCOCC1.C([O-])(=O)C.[Pd+2].C([O-])(=O)C.C1C=CC(P(C2C=CC=CC=2)[C-]2C=CC=C2)=CC=1.C1C=CC(P(C2C=CC=CC=2)[C-]2C=CC=C2)=CC=1.[Fe+2]>[Cl:48][C:28]1[C:27]([NH:26][C:2]2[N:7]=[C:6]([N:8]([CH:18]3[CH2:20][CH2:19]3)[CH2:9][C:10]3[CH:11]=[CH:12][C:13]([O:16][CH3:17])=[CH:14][CH:15]=3)[C:5]3=[N:21][CH:22]=[C:23]([C:24]#[N:25])[N:4]3[N:3]=2)=[CH:45][C:44]([C:46]#[N:47])=[CH:43][C:29]=1[O:30][CH:31]1[CH2:35][CH2:34][N:33]([C:36]([O:38][C:39]([CH3:42])([CH3:40])[CH3:41])=[O:37])[CH2:32]1 |f:3.4.5,7.8.9,10.11.12|. Procedure: A mixture of 2-chloro-4-(cyclopropyl(4-methoxybenzyl)amino)imidazo[2,1-f][1,2,4]triazine-7-carbonitrile (Intermediate 9)(50 mg, 0.141 mmol), (+/−)-tert-butyl 3-(3-amino-2-chloro-5-cyanophenoxy)pyrrolidine-1-carboxylate (47.6 mg, 0.141 mmol), palladium(II) acetate (8.38 mg, 0.037 mmol), Xantphos (8.15 mg, 0.014 mmol), DPPF (7.81 mg, 0.014 mmol) and cesium carbonate (119 mg, 0.366 mmol) in dioxane (1 ml) was evacuated and back filled with nitrogen three time and was heated at 70° C. for 3 h. The r... The reactants are S1C2=C(C=C1)CCCC2N=C=S (4,5,6,7-tetrahydrobenzo[b]thien-7-yl isothiocyanate), Cl.CONC (O,N-dimethylhydroxylamine hydrochloride). The product is CN(C(=S)NC1CCCC2=C1SC=C2)OC (1-methyl-1-methoxy-3-(4,5,6,7-tetrahydrobenzo[b]thien-7-yl)thiourea). RXN SMILES: [S:1]1[CH:5]=[CH:4][C:3]2[CH2:6][CH2:7][CH2:8][CH:9]([N:10]=[C:11]=[S:12])[C:2]1=2.Cl.[CH3:14][O:15][NH:16][CH3:17]>>[CH3:17][N:16]([O:15][CH3:14])[C:11]([NH:10][CH:9]1[C:2]2[S:1][CH:5]=[CH:4][C:3]=2[CH2:6][CH2:7][CH2:8]1)=[S:12] |f:1.2|. Reported procedure: In the manner described in Example 5, 4,5,6,7-tetrahydrobenzo[b]thien-7-yl isothiocyanate is allowed to react with O,N-dimethylhydroxylamine hydrochloride to afford the title compound. Reactants: C(#N)CNC(=O)C(CC(C)C)NC1=NC=C(C=N1)C1=CC=C(C=C1)N1CCN(CC1)C(=O)OC(C)(C)C (tert-butyl 4-(4-{2-[(1-{[(cyanomethyl)amino]carbonyl}-3-methylbutyl)amino]-5-pyrimidinyl}phenyl)-1-piperazinecarboxylate), CS(=O)(=O)O (MeSO3H), C(=O)(O)[O-].[Na+] (NaHCO3). Solvent: C1CCOC1 (THF). Yields the product C(#N)CNC(C(CC(C)C)NC1=NC=C(C=N1)C1=CC=C(C=C1)N1CCNCC1)=O (N-(cyanomethyl)-4-methyl-2-({5-[4-(1-piperazinyl)phenyl]-2-pyrimidinyl}amino)pentanamide). Reaction SMILES: [C:1]([CH2:3][NH:4][C:5]([CH:7]([NH:12][C:13]1[N:18]=[CH:17][C:16]([C:19]2[CH:24]=[CH:23][C:22]([N:25]3[CH2:30][CH2:29][N:28](C(OC(C)(C)C)=O)[CH2:27][CH2:26]3)=[CH:21][CH:20]=2)=[CH:15][N:14]=1)[CH2:8][CH:9]([CH3:11])[CH3:10])=[O:6])#[N:2].CS(O)(=O)=O.C([O-])(O)=O.[Na+]>C1COCC1>[C:1]([CH2:3][NH:4][C:5](=[O:6])[CH:7]([NH:12][C:13]1[N:18]=[CH:17][C:16]([C:19]2[CH:24]=[CH:23][C:22]([N:25]3[CH2:26][CH2:27][NH:28][CH2:29][CH2:30]3)=[CH:21][CH:20]=2)=[CH:15][N:14]=1)[CH2:8][CH:9]([CH3:11])[CH3:10])#[N:2] |f:2.3|. Procedure: To tert-butyl 4-(4-{2-[(1-{[(cyanomethyl)amino]carbonyl}-3-methylbutyl)amino]-5-pyrimidinyl}phenyl)-1-piperazinecarboxylate (108 mg, 0.213 mmol) in dry THF (5 mL) under dry nitrogen was gradually added a total of 9 equivalents of MeSO3H (total of 125 μL, 1.92 mmol) over a period of 3 days in portions of 1–2 equivalents at a time. Aqueous sat. NaHCO3 was added carefully and the product extracted with EtOAc (3×), dried over Na2SO4, concentrated in vacuo, and purified by flash chromatography over s... The reactants are C(C1=CC=CC=C1)OCCO (2-(benzyloxy)ethanol), CS(=O)(=O)Cl (methanesulfonyl chloride), ice water. Solvent: ClCCl (dichloromethane), C(C)N(CC)CC (triethylamine). Reaction conditions: time 2 hour. Yields the product CS(=O)(=O)OCCOCC1=CC=CC=C1 (2-(benzyloxy)ethyl methanesulfonate). Reaction SMILES: [CH2:1]([O:8][CH2:9][CH2:10][OH:11])[C:2]1[CH:7]=[CH:6][CH:5]=[CH:4][CH:3]=1.[CH3:12][S:13](Cl)(=[O:15])=[O:14]>ClCCl.C(N(CC)CC)C>[CH3:12][S:13]([O:11][CH2:10][CH2:9][O:8][CH2:1][C:2]1[CH:7]=[CH:6][CH:5]=[CH:4][CH:3]=1)(=[O:15])=[O:14]. Reported procedure: To a solution of 2-(benzyloxy)ethanol in 320 ml of dichloromethane, 35 ml of triethylamine and 19.5 ml of methanesulfonyl chloride were added under ice cooling, followed by stirring at room temperature for 2 hours. The reaction mixture was added with ice water and then extracted with dichloromethane. After the extract was washed with a saturated solution of sodium chloride, the extract was dried over magnesium sulfate and then filtered. The filtrate was concentrated under reduced pressure, where... Reactants: CC(C)=O, CC(C)COC(=O)Cl, [Na], O, N#CC(=NO)C(N)=O. Product: CC(C)COC(=O)ON=C(C#N)C(N)=O. As a reaction SMILES: [CH3:19][C:20](=[O:21])[CH3:22].[Cl:11][C:12](=[O:13])[O:14][CH2:15][CH:16]([CH3:17])[CH3:18].[Na:1].[OH2:10].[OH:2][N:3]=[C:4]([C:5](=[O:6])[NH2:7])[C:8]#[N:9]>>[O:2]([N:3]=[C:4]([C:5](=[O:6])[NH2:7])[C:8]#[N:9])[C:12](=[O:13])[O:14][CH2:15][CH:16]([CH3:17])[CH3:18]. Reactants: CS(=O)(=O)OCCC=1OC2=C(C1)C=C(C=C2)C2=NC=C(C=C2)C(=O)N2CCOCC2 (2-{5-[5-(4-morpholinylcarbonyl)-2-pyridinyl]-1-benzofuran-2-yl}ethyl methanesulfonate), N1CCCCC1 (piperidine). Product: N1(CCCCC1)CCC=1OC2=C(C1)C=C(C=C2)C2=CC=C(C=N2)C(=O)N2CCOCC2 (4-[(6-{2-[2-(1-piperidinyl)ethyl]-1-benzofuran-5-yl}-3-pyridinyl)carbonyl]morpholine). Reaction SMILES: CS(O[CH2:6][CH2:7][C:8]1[O:9][C:10]2[CH:16]=[CH:15][C:14]([C:17]3[CH:22]=[CH:21][C:20]([C:23]([N:25]4[CH2:30][CH2:29][O:28][CH2:27][CH2:26]4)=[O:24])=[CH:19][N:18]=3)=[CH:13][C:11]=2[CH:12]=1)(=O)=O.[NH:31]1[CH2:36][CH2:35][CH2:34][CH2:33][CH2:32]1>>[N:31]1([CH2:6][CH2:7][C:8]2[O:9][C:10]3[CH:16]=[CH:15][C:14]([C:17]4[N:18]=[CH:19][C:20]([C:23]([N:25]5[CH2:30][CH2:29][O:28][CH2:27][CH2:26]5)=[O:24])=[CH:21][CH:22]=4)=[CH:13][C:11]=3[CH:12]=2)[CH2:36][CH2:35][CH2:34][CH2:33][CH2:32]1. Procedure: The product from Example 44E and piperidine were processed as described in Example 1D to provide the titled compound. 1H NMR (300 MHz, CD3OD) δ 8.70 (m, 1H), 8.22 (d, J=1.8 Hz, 1H), 7.95 (m, 3H), 7.58 (d, J=8.7 Hz, 1H), 6.82 (s, 1H), 3.3-3.8 (m, 12H), 3.05 (m, 2H), 1.5-2.0 (m, 8H); MS (DCI) m/z 420 (M+H)+;